Dataset: the Open Reaction Database (ORD), a public repository of structured organic reaction records. Task: describe an organic reaction: reactants, conditions, products, and yield Reactants: CC1=NSC(=N1)N1CCC(CC1)N (1-(3-methyl-1,2,4-thiadiazol-5-yl)piperidin-4-amine), BrC1=NN2C(C(=CC=C2)C2=CC=C(C=C2)Cl)=N1 (2-bromo-8-(4-chlorophenyl)-[1,2,4]triazolo[1,5-a]pyridine), C1(=CC=CC=C1)P(C1=CC=CC=2C(C3=CC=CC(=C3OC12)P(C1=CC=CC=C1)C1=CC=CC=C1)(C)C)C1=CC=CC=C1 (4,5-bis(diphenylphosphino)-9,9-dimethylxanthene), [O-]C1=CC=CC=C1.[Na+] (sodium phenoxide). Reagents/catalysts: C1=CC=C(C=C1)/C=C/C(=O)/C=C/C2=CC=CC=C2.C1=CC=C(C=C1)/C=C/C(=O)/C=C/C2=CC=CC=C2.C1=CC=C(C=C1)/C=C/C(=O)/C=C/C2=CC=CC=C2.C(Cl)(Cl)Cl.[Pd].[Pd] (tris(dibenzylideneacetone)dipalladium(0) chloroform adduct). The solvent is O1CCOCC1 (dioxane). Product: ClC1=CC=C(C=C1)C=1C=2N(C=CC1)N=C(N2)NC2CCN(CC2)C2=NC(=NS2)C ([8-(4-Chloro-phenyl)-[1,2,4]triazolo[1,5-a]pyridin-2-yl]-[1-(3-methyl-[1,2,4]thiadiazol-5-yl)-piperidin-4-yl]-amine), foam. Isolated yield 49.0%. Reaction SMILES: [CH3:1][C:2]1[N:6]=[C:5]([N:7]2[CH2:12][CH2:11][CH:10]([NH2:13])[CH2:9][CH2:8]2)[S:4][N:3]=1.Br[C:15]1[N:30]=[C:18]2[C:19]([C:23]3[CH:28]=[CH:27][C:26]([Cl:29])=[CH:25][CH:24]=3)=[CH:20][CH:21]=[CH:22][N:17]2[N:16]=1.C1(P(C2C=CC=CC=2)C2C3OC4C(=CC=CC=4P(C4C=CC=CC=4)C4C=CC=CC=4)C(C)(C)C=3C=CC=2)C=CC=CC=1.[O-]C1C=CC=CC=1.[Na+]>O1CCOCC1.C1C=CC(/C=C/C(/C=C/C2C=CC=CC=2)=O)=CC=1.C1C=CC(/C=C/C(/C=C/C2C=CC=CC=2)=O)=CC=1.C1C=CC(/C=C/C(/C=C/C2C=CC=CC=2)=O)=CC=1.C(Cl)(Cl)Cl.[Pd].[Pd]>[Cl:29][C:26]1[CH:27]=[CH:28][C:23]([C:19]2[C:18]3[N:17]([N:16]=[C:15]([NH:13][CH:10]4[CH2:9][CH2:8][N:7]([C:5]5[S:4][N:3]=[C:2]([CH3:1])[N:6]=5)[CH2:12][CH2:11]4)[N:30]=3)[CH:22]=[CH:21][CH:20]=2)=[CH:24][CH:25]=1 |f:3.4,6.7.8.9.10.11|. Reported procedure: Through a suspension of 1-(3-methyl-1,2,4-thiadiazol-5-yl)piperidin-4-amine (40 mg, 202 μmol), 2-bromo-8-(4-chlorophenyl)-[1,2,4]triazolo[1,5-a]pyridine (74.7 mg, 242 μmol), 4,5-bis(diphenylphosphino)-9,9-dimethylxanthene (9.34 mg, 16.1 μmol), tris(dibenzylideneacetone)dipalladium(0) chloroform adduct (8.35 mg, 8.07 μmol) and sodium phenoxide (35.1 mg, 303 μmol) in dry dioxane (3 mL) was bubbled argon for 5 minutes. The mixture was then irradiated at 150° C. for 60 minutes. The crude material wa... Reactants: [Cl-].[Na+] (sodium chloride), C[O-].[Na+] (sodium methoxide), Cl.NC(=N)N (guanidine hydrochloride), CN(C=O)C (N,N-dimethylformamide), C1=C(CCC2=CC=CC=C12)C(=O)OCC (ethyl 3,4-dihydronaphthalene-2-carboxylate), CN(C=O)C (N,N-dimethylformamide). Reaction conditions: time 1 hour. Product: NN=CNC(=O)C1=CC2=CC=CC=C2CC1 (N-(aminoiminomethyl)-3,4-dihydronaphthalene-2-carboxamide). As a reaction SMILES: C[O-].[Na+].Cl.[NH2:5][C:6]([NH2:8])=N.[CH:9]1[C:18]2[C:13](=[CH:14][CH:15]=[CH:16][CH:17]=2)[CH2:12][CH2:11][C:10]=1[C:19]([O:21]CC)=O.[Cl-].[Na+].C[N:27](C)C=O>>[NH2:27][N:5]=[CH:6][NH:8][C:19]([C:10]1[CH2:11][CH2:12][C:13]2[C:18](=[CH:17][CH:16]=[CH:15][CH:14]=2)[CH:9]=1)=[O:21] |f:0.1,2.3,5.6|. Reported procedure: A mixture of sodium methoxide (5.34 g, 98.9 mmol), guanidine hydrochloride (9.45 g, 98.9 mmol) and N,N-dimethylformamide (60 ml) was stirred at room temperature for 1 hour. Then, a solution of ethyl 3,4-dihydronaphthalene-2-carboxylate (2.00 g, 9.89 mmol) in N,N-dimethylformamide (20 ml) was added dropwise to the reaction mixture. The resulting mixture was stirred at room temperature for 7 hours and then allowed to stand overnight at room temperature. This reaction mixture was poured into a cold... Reactants: CO, Cl, O, O=C(NOC1CCCCO1)c1ccc2c(c1)CCN(C(=O)Cc1c[nH]c3ccccc13)C2. Yields the product Cl, O=C(NO)c1ccc2c(c1)CCN(C(=O)Cc1c[nH]c3ccccc13)C2. RXN SMILES: [CH3:34][OH:35].[ClH:33].[OH2:36].[nH:1]1[cH:2][c:3]([CH2:10][C:11](=[O:12])[N:13]2[CH2:14][c:15]3[cH:16][cH:17][c:18]([C:23](=[O:24])[NH:25][O:26][CH:27]4[CH2:28][CH2:29][CH2:30][CH2:31][O:32]4)[cH:19][c:20]3[CH2:21][CH2:22]2)[c:4]2[cH:5][cH:6][cH:7][cH:8][c:9]12>>[ClH:33].[nH:1]1[cH:2][c:3]([CH2:10][C:11](=[O:12])[N:13]2[CH2:14][c:15]3[cH:16][cH:17][c:18]([C:23](=[O:24])[NH:25][OH:26])[cH:19][c:20]3[CH2:21][CH2:22]2)[c:4]2[cH:5][cH:6][cH:7][cH:8][c:9]12. Starting materials: Cc1ccccc1, ClCCl, CN(C=O)c1cc(F)ccc1C(=O)CS(C)=O, O=C(OO)c1cccc(Cl)c1. Yields the product CN(C=O)c1cc(F)ccc1C(=O)CS(C)(=O)=O. Reaction SMILES: [CH3:29][c:30]1[cH:31][cH:32][cH:33][cH:34][cH:35]1.[Cl:36][CH2:37][Cl:38].[F:12][c:13]1[cH:14][cH:15][c:16]([C:23]([CH2:24][S:25](=[O:26])[CH3:27])=[O:28])[c:17]([N:18]([CH:19]=[O:20])[CH3:21])[cH:22]1.[OH:1][O:2][C:3]([c:4]1[cH:5][c:6]([Cl:7])[cH:8][cH:9][cH:10]1)=[O:11]>>[O:1]=[S:25]([CH2:24][C:23]([c:16]1[cH:15][cH:14][c:13]([F:12])[cH:22][c:17]1[N:18]([CH:19]=[O:20])[CH3:21])=[O:28])(=[O:26])[CH3:27]. Reactants: Grignard reagent, [Cl-].[Li+] (lithium chloride), BrCCCCCCCCCCCOC1OCCCC1 (11-bromoundecyltetrahydropyranyl ether), C[Si](CCCBr)(C)C (3-(trimethylsilyl)propyl bromide), [Mg] (magnesium), [Cl-] (chloride). The solvent is O1CCCC1 (tetrahydrofuran), O1CCCC1 (tetrahydrofuran). Product: C[Si](CCCCCCCCCCCCCCO)(C)C (14-(Trimethylsilyl)tetradecanol). Reaction SMILES: [CH3:1][Si:2]([CH3:8])([CH3:7])[CH2:3][CH2:4][CH2:5]Br.[Mg].Br[CH2:11][CH2:12][CH2:13][CH2:14][CH2:15][CH2:16][CH2:17][CH2:18][CH2:19][CH2:20][CH2:21][O:22]C1CCCCO1.[Cl-].[Li+].[Cl-]>O1CCCC1>[CH3:1][Si:2]([CH3:8])([CH3:7])[CH2:3][CH2:4][CH2:5][CH2:11][CH2:12][CH2:13][CH2:14][CH2:15][CH2:16][CH2:17][CH2:18][CH2:19][CH2:20][CH2:21][OH:22] |f:3.4|. Procedure details: The Grignard reagent prepared from 31.6 g. 3-(trimethylsilyl)propyl bromide and 4.0 g. magnesium turnings in 100 ml. dry tetrahydrofuran was dropwise added under argon to a cold (-20°) stirred solution of 33 g. 11-bromoundecyltetrahydropyranyl ether, 82 mg. lithium chloride and 125 mg. cuprus chloride in 250 mg. dry tetrahydrofuran. After the reagents had been combined, the solution was left to stir at room temperature for 17 hr. The reaction was diluted with 400 ml. 10% hydrochloric acid soluti... The reactants are BrC1=NN(C(=N1)Br)C (3,5-dibromo-1-methyl-1H-1,2,4-triazole), C(CCC)[Li] (n-butyllithium), CCCCCC (hexane), CN(C=O)C (dimethyl formamide). The solvent is O1CCCC1 (tetrahydrofuran). Conditions: temperature -45 celsius, time 30 minute. The product is BrC=1N=C(N(N1)C)C=O (5-bromo-2-methyl-2H-[1,2,4]triazole-3-carbaldehyde). Isolated yield 55.2%. As a reaction SMILES: [Br:1][C:2]1[N:6]=[C:5](Br)[N:4]([CH3:8])[N:3]=1.C([Li])CCC.CCCCCC.CN(C)[CH:22]=[O:23]>O1CCCC1>[Br:1][C:2]1[N:6]=[C:5]([CH:22]=[O:23])[N:4]([CH3:8])[N:3]=1. Procedure details: To a solution of 3,5-dibromo-1-methyl-1H-1,2,4-triazole (500 mg, 2.08 mmol, Eq: 1.00) in tetrahydrofuran (5 ml) was added dropwise at −45° C. under argon atmosphere n-butyllithium 1.6 M in hexane (1.56 ml, 2.49 mmol, Eq: 1.2). The resulting mixture was stirred for 30 minutes at −45° C. and was then cooled to −70° C. Then dimethyl formamide (197 mg, 209 μl, 2.7 mmol, Eq: 1.3) was added dropwise. After 15 minutes the cooling bath was removed and the mixture was allowed to reach 25° C. The mixture ...